From a dataset of the Open Reaction Database (ORD), a public repository of structured organic reaction records. describe an organic reaction: reactants, conditions, products, and yield Starting materials: CC(C)(C)O, CC=C(C)C, [O-][Cl+][O-], ClCCl, [Na+], [Na+], O, O, O, O=P([O-])(O)O, O=Cc1c(OCc2cccc(OCc3ccc4ccccc4n3)c2)cccc1C(F)(F)F. The product is O=C(O)c1c(OCc2cccc(OCc3ccc4ccccc4n3)c2)cccc1C(F)(F)F. Reaction SMILES: [C:53]([OH:54])([CH3:55])([CH3:56])[CH3:57].[CH3:48][C:49](=[CH:50][CH3:51])[CH3:52].[Cl+:41]([O-:42])[O-:43].[Cl:45][CH2:46][Cl:47].[Na+:40].[Na+:44].[OH2:33].[OH2:34].[OH2:58].[P:35](=[O:36])([O-:37])([OH:38])[OH:39].[n:1]1[c:2]([CH2:11][O:12][c:13]2[cH:14][c:15]([CH2:16][O:17][c:18]3[c:19]([CH:20]=[O:21])[c:22]([C:26]([F:27])([F:28])[F:29])[cH:23][cH:24][cH:25]3)[cH:30][cH:31][cH:32]2)[cH:3][cH:4][c:5]2[cH:6][cH:7][cH:8][cH:9][c:10]12>>[n:1]1[c:2]([CH2:11][O:12][c:13]2[cH:14][c:15]([CH2:16][O:17][c:18]3[c:19]([C:20](=[O:21])[OH:36])[c:22]([C:26]([F:27])([F:28])[F:29])[cH:23][cH:24][cH:25]3)[cH:30][cH:31][cH:32]2)[cH:3][cH:4][c:5]2[cH:6][cH:7][cH:8][cH:9][c:10]12. The reactants are O1CCN(CC1)C1=C(C=CC=C1)N=C=S (2-morpholinophenyl isothiocyanate), C(C)N (ethylamine), Cl.C(C)N (ethylamine hydrochloride). The solvent is C[O-].[Na+] (sodium methoxide). Yields the product C(C)NC(=S)NC1=C(C=CC=C1)N1CCOCC1 (1-ethyl-3-(2-morpholinophenyl)thiourea). As a reaction SMILES: [O:1]1[CH2:6][CH2:5][N:4]([C:7]2[CH:12]=[CH:11][CH:10]=[CH:9][C:8]=2[N:13]=[C:14]=[S:15])[CH2:3][CH2:2]1.[CH2:16]([NH2:18])[CH3:17].Cl.C(N)C>C[O-].[Na+]>[CH2:16]([NH:18][C:14]([NH:13][C:8]1[CH:9]=[CH:10][CH:11]=[CH:12][C:7]=1[N:4]1[CH2:3][CH2:2][O:1][CH2:6][CH2:5]1)=[S:15])[CH3:17] |f:2.3,4.5|. Procedure: Reaction of 2-morpholinophenyl isothiocyanate (3.3 g) with ethylamine generated from ethylamine hydrochloride (12.18 g) and sodium methoxide [generated from sodium (3.5 g) and methanol (100 ml)] gave 1-ethyl-3-(2-morpholinophenyl)thiourea (m.p. 118°-120° C.) which was recrystallised from a 1:1 mixture of ethylacetate and hexane. The reactants are CCC1CC2C3CCC4=CC(=O)CCC4C3CCC2(C)C1OC(=O)CBr, CC(C)=O, CN(C)C=O, O=C(O)C1CCCCC1. Product: CCC1CC2C3CCC4=CC(=O)CCC4C3CCC2(C)C1OC(=O)COC(=O)C1CCCCC1. Reaction SMILES: [CH2:10]([CH3:11])[CH:12]1[CH:13]([O:31][C:32]([CH2:33][Br:34])=[O:35])[C:14]2([CH3:15])[CH:16]([CH2:17]1)[CH:18]1[CH2:19][CH2:20][C:21]3=[CH:22][C:23](=[O:30])[CH2:24][CH2:25][CH:26]3[CH:27]1[CH2:28][CH2:29]2.[CH3:41][C:42](=[O:43])[CH3:44].[O:36]=[CH:37][N:38]([CH3:39])[CH3:40].[OH:1][C:2](=[O:3])[CH:4]1[CH2:5][CH2:6][CH2:7][CH2:8][CH2:9]1>>[O:1]=[C:2]([O:3][CH2:33][C:32]([O:31][CH:13]1[CH:12]([CH2:10][CH3:11])[CH2:17][CH:16]2[C:14]1([CH3:15])[CH2:29][CH2:28][CH:27]1[CH:18]2[CH2:19][CH2:20][C:21]2=[CH:22][C:23](=[O:30])[CH2:24][CH2:25][CH:26]21)=[O:35])[CH:4]1[CH2:5][CH2:6][CH2:7][CH2:8][CH2:9]1. Starting materials: CO, CCOCCOc1ccc(CC(C)N(CC(O)COc2ccc(NC(C)=O)cc2)CC(O)c2cccc(Cl)n2)cc1, CC(=O)Nc1ccc(OCC2CO2)cc1. Yields the product CCOCCOc1ccc(CC(C)NCC(O)c2cccc(Cl)n2)cc1. As a reaction SMILES: [CH3:57][OH:58].[Cl:16][c:17]1[cH:18][cH:19][cH:20][c:21]([CH:23]([CH2:24][N:25]([CH2:26][CH:27]([OH:28])[CH2:29][O:30][c:31]2[cH:32][cH:33][c:34]([NH:35][C:36](=[O:37])[CH3:38])[cH:39][cH:40]2)[CH:41]([CH2:42][c:43]2[cH:44][cH:45][c:46]([O:49][CH2:50][CH2:51][O:52][CH2:53][CH3:54])[cH:47][cH:48]2)[CH3:55])[OH:56])[n:22]1.[O:1]1[CH2:2][CH:3]1[CH2:4][O:5][c:6]1[cH:7][cH:8][c:9]([NH:10][C:11](=[O:12])[CH3:13])[cH:14][cH:15]1>>[Cl:16][c:17]1[cH:18][cH:19][cH:20][c:21]([CH:23]([CH2:24][NH:25][CH:41]([CH2:42][c:43]2[cH:44][cH:45][c:46]([O:49][CH2:50][CH2:51][O:52][CH2:53][CH3:54])[cH:47][cH:48]2)[CH3:55])[OH:56])[n:22]1. Yields the product CN(C)CCNc1cc([N+](=O)[O-])cc2ccoc12. RXN SMILES: [C:20](=[O:21])([O-:22])[O-:23].[CH3:14][N:15]([CH2:16][CH2:17][NH2:18])[CH3:19].[Cs+:24].[Cs+:25].[I:1][c:2]1[cH:3][c:4]([N+:11](=[O:12])[O-:13])[cH:5][c:6]2[cH:7][cH:8][o:9][c:10]12.[O:28]=[C:29]([CH:30]=[CH:31][c:32]1[cH:33][cH:34][cH:35][cH:36][cH:37]1)[CH:38]=[CH:39][c:40]1[cH:41][cH:42][cH:43][cH:44][cH:45]1.[O:46]=[C:47]([CH:48]=[CH:49][c:50]1[cH:51][cH:52][cH:53][cH:54][cH:55]1)[CH:56]=[CH:57][c:58]1[cH:59][cH:60][cH:61][cH:62][cH:63]1.[O:64]=[C:65]([CH:66]=[CH:67][c:68]1[cH:69][cH:70][cH:71][cH:72][cH:73]1)[CH:74]=[CH:75][c:76]1[cH:77][cH:78][cH:79][cH:80][cH:81]1.[Pd:26].[Pd:27].[c:82]1([CH3:83])[c:84]([CH3:85])[cH:86][cH:87][cH:88][cH:89]1>>[c:2]1([NH:18][CH2:17][CH2:16][N:15]([CH3:14])[CH3:19])[cH:3][c:4]([N+:11](=[O:12])[O-:13])[cH:5][c:6]2[cH:7][cH:8][o:9][c:10]12. The reactants are O=C([O-])[O-], CN(C)CCN, [Cs+], [Cs+], O=[N+]([O-])c1cc(I)c2occc2c1, O=C(C=Cc1ccccc1)C=Cc1ccccc1, O=C(C=Cc1ccccc1)C=Cc1ccccc1, O=C(C=Cc1ccccc1)C=Cc1ccccc1, [Pd], [Pd], Cc1ccccc1C. Starting materials: OC=1C=C(C=CC1)C1=C(C=NC2=C(C=CC=C12)C(F)(F)F)C(=O)C1=CC=CC=C1 ([4-(3-hydroxyphenyl)-8-(trifluoromethyl)quinolin-3-yl](phenyl)methanone), BrCC1OCCCC1 (2-Bromomethyl-tetrahydropyran). Yields the product C1(=CC=CC=C1)C(=O)C=1C=NC2=C(C=CC=C2C1C1=CC(=CC=C1)OCC1OCCCC1)C(F)(F)F (PHENYL[4-[3-(TETRAHYDRO-2H-PYRAN-2-YLMETHOXY)PHENYL]-8-(TRIFLUOROMETHYL)QUINOLIN-3-YL]METHANONE). RXN SMILES: [OH:1][C:2]1[CH:3]=[C:4]([C:8]2[C:17]3[C:12](=[C:13]([C:18]([F:21])([F:20])[F:19])[CH:14]=[CH:15][CH:16]=3)[N:11]=[CH:10][C:9]=2[C:22]([C:24]2[CH:29]=[CH:28][CH:27]=[CH:26][CH:25]=2)=[O:23])[CH:5]=[CH:6][CH:7]=1.Br[CH2:31][CH:32]1[CH2:37][CH2:36][CH2:35][CH2:34][O:33]1>>[C:24]1([C:22]([C:9]2[CH:10]=[N:11][C:12]3[C:17]([C:8]=2[C:4]2[CH:5]=[CH:6][CH:7]=[C:2]([O:1][CH2:31][CH:32]4[CH2:37][CH2:36][CH2:35][CH2:34][O:33]4)[CH:3]=2)=[CH:16][CH:15]=[CH:14][C:13]=3[C:18]([F:21])([F:19])[F:20])=[O:23])[CH:25]=[CH:26][CH:27]=[CH:28][CH:29]=1. Procedure: The title compound was prepared from [4-(3-hydroxyphenyl)-8-(trifluoromethyl)quinolin-3-yl](phenyl)methanone and 2-Bromomethyl-tetrahydropyran following the procedure of Example 478: MS (ESI) m/z 492. Starting materials: [H-].[Na+] (NaH), COC=1C=C2C=3CSC4=C(C3NC2=CC1)C=CC=N4 (8-methoxy-6,11-dihydro-5-thia-4,11-diaza-benzo[a]fluorene), CI (MeI). The solvent is CN(C)C=O (DMF). Run at time 10 minute. Product: COC=1C=C2C=3CSC4=C(C3N(C2=CC1)C)C=CC=N4 (8-methoxy-11-methyl-6,11-dihydro-5-thia-4,11-diaza-benzo[a]fluorene). Reaction SMILES: [H-].[Na+].[CH3:3][O:4][C:5]1[CH:6]=[C:7]2[C:15](=[CH:16][CH:17]=1)[NH:14][C:13]1[C:12]3[CH:18]=[CH:19][CH:20]=[N:21][C:11]=3[S:10][CH2:9][C:8]2=1.[CH3:22]I>CN(C=O)C>[CH3:3][O:4][C:5]1[CH:6]=[C:7]2[C:15](=[CH:16][CH:17]=1)[N:14]([CH3:22])[C:13]1[C:12]3[CH:18]=[CH:19][CH:20]=[N:21][C:11]=3[S:10][CH2:9][C:8]2=1 |f:0.1|. Procedure: NaH (60%, 41 mg, 1.03 mmoL) was added into 8-methoxy-6,11-dihydro-5-thia-4,11-diaza-benzo[a]fluorene (250 mg, 0.933 mmoL) in DMF (3 mL) at 0° C. After 10 minutes, MeI (0.064 mL, 0.93 mmoL) was added dropwise into the reaction at 0° C. The reaction mixture was slowly warmed to room temperature over 2 hours. The reaction mixture was then partitioned between EtOAc and saturated NH4Cl. The aqueous phase was extracted two times with EtOAc. The organic layer from each extraction was combined, washed w...